This data is from the Open Reaction Database (ORD), a public repository of structured organic reaction records. The task is: describe an organic reaction: reactants, conditions, products, and yield The reactants are C(C#C)O (propargyl alcohol), N1=CC=CC=C1 (pyridine), C(C(=O)Cl)(=O)Cl (oxalyl chloride). The solvent is C(Cl)Cl (methylene chloride), C(Cl)Cl (methylene chloride). Reaction conditions: time 30 minute. Yields the product ClC(C(=O)OC#CC)=O (propynyl chloroglyoxylate). As a reaction SMILES: [C:1](Cl)(=[O:5])[C:2]([Cl:4])=[O:3].[CH2:7]([OH:10])[C:8]#[CH:9].N1C=CC=CC=1>C(Cl)Cl>[Cl:4][C:2](=[O:3])[C:1]([O:10][C:7]#[C:8][CH3:9])=[O:5]. Procedure details: In 100 ml of methylene chloride were dissolved 10 g (79 mmol) of oxalyl chloride, to which a solution of 4.4 g (79 mmol) of propargyl alcohol and 6.4 ml (79 mmol) of pyridine dissolved in 30 ml of methylene chloride was slowly added dropwise over 1 hour with cooling with ice. The resulting mixture was stirred for 30 minutes at room temperature to produce propynyl chloroglyoxylate in the reaction system. Subsequently, a solution of 14.5 g (79 mmol) of pentafluorophenol and 6.4 ml (79 mmol) of pyr... Starting materials: ClC(Cl)Cl, O=C(Cl)Cc1ccc(C(F)(F)F)cc1, COc1cccc2c1CCNC2CN1CCCC1. Product: Cl, COc1cccc2c1CCNC2(CN1CCCC1)C(=O)Cc1ccc(C(F)(F)F)cc1. RXN SMILES: [CH:33]([Cl:34])([Cl:35])[Cl:36].[F:19][C:20]([c:21]1[cH:22][cH:23][c:24]([CH2:27][C:28](=[O:29])[Cl:30])[cH:25][cH:26]1)([F:31])[F:32].[N:1]1([CH2:6][CH:7]2[NH:8][CH2:9][CH2:10][c:11]3[c:12]([O:17][CH3:18])[cH:13][cH:14][cH:15][c:16]32)[CH2:2][CH2:3][CH2:4][CH2:5]1>>[ClH:30].[N:1]1([CH2:6][C:7]2([C:28]([CH2:27][c:24]3[cH:23][cH:22][c:21]([C:20]([F:19])([F:31])[F:32])[cH:26][cH:25]3)=[O:29])[NH:8][CH2:9][CH2:10][c:11]3[c:12]([O:17][CH3:18])[cH:13][cH:14][cH:15][c:16]32)[CH2:2][CH2:3][CH2:4][CH2:5]1. Reactants: O (water), C(CN(CC(=O)O)CC(=O)O)N(CCN(CC(=O)O)CC(=O)O)CC(=O)O.CC1=C2[C@H](C(=O)[C@@]3([C@H](C[C@@H]4[C@]([C@H]3[C@@H]([C@@](C2(C)C)(C[C@@H]1OC(=O)[C@@H]([C@H](C=5C=CC=CC5)NC(=O)C=6C=CC=CC6)O)O)OC(=O)C=7C=CC=CC7)(CO4)OC(=O)C)O)C)OC(=O)C (DTPA paclitaxel), C(=O)(O)[O-].[Na+] (NaHCO3). Solvent: C(C)O (ethanol). The product is CC1=C2[C@H](C(=O)[C@@]3([C@H](C[C@@H]4[C@]([C@H]3[C@@H]([C@@](C2(C)C)(C[C@@H]1OC(=O)[C@@H]([C@H](C=5C=CC=CC5)NC(=O)C=6C=CC=CC6)O)O)OC(=O)C=7C=CC=CC7)(CO4)OC(=O)C)O)C)OC(=O)C (paclitaxel). As a reaction SMILES: C(N(CC(O)=O)CCN(CC(O)=O)CC(O)=O)CN(CC(O)=O)CC(O)=O.[CH3:28][C:29]1[C@@H:46]([O:47][C:48]([C@H:50]([OH:67])[C@@H:51]([NH:58][C:59]([C:61]2[CH:62]=[CH:63][CH:64]=[CH:65][CH:66]=2)=[O:60])[C:52]2[CH:53]=[CH:54][CH:55]=[CH:56][CH:57]=2)=[O:49])[CH2:45][C@:41]2([OH:68])[C:42]([CH3:44])([CH3:43])[C:30]=1[C@@H:31]([O:86][C:87]([CH3:89])=[O:88])[C:32]([C@@:34]1([CH3:85])[C@H:39]([C@@H:40]2[O:69][C:70]([C:72]2[CH:73]=[CH:74][CH:75]=[CH:76][CH:77]=2)=[O:71])[C@:38]2([O:80][C:81]([CH3:83])=[O:82])[CH2:78][O:79][C@@H:37]2[CH2:36][C@@H:35]1[OH:84])=[O:33].C([O-])(O)=O.[Na+].O>C(O)C>[CH3:28][C:29]1[C@@H:46]([O:47][C:48]([C@H:50]([OH:67])[C@@H:51]([NH:58][C:59]([C:61]2[CH:66]=[CH:65][CH:64]=[CH:63][CH:62]=2)=[O:60])[C:52]2[CH:53]=[CH:54][CH:55]=[CH:56][CH:57]=2)=[O:49])[CH2:45][C@:41]2([OH:68])[C:42]([CH3:43])([CH3:44])[C:30]=1[C@@H:31]([O:86][C:87]([CH3:89])=[O:88])[C:32]([C@@:34]1([CH3:85])[C@H:39]([C@@H:40]2[O:69][C:70]([C:72]2[CH:77]=[CH:76][CH:75]=[CH:74][CH:73]=2)=[O:71])[C@:38]2([O:80][C:81]([CH3:83])=[O:82])[CH2:78][O:79][C@@H:37]2[CH2:36][C@@H:35]1[OH:84])=[O:33] |f:0.1,2.3|. Reported procedure: The sodium salt of DTPA-paclitaxel was also obtained by adding a solution of DTPA-paclitaxel in ethanol into an equivalent amount of 0.05 M NaHCO3, followed by lyophilizing to yield a water-soluble solid powder (solubility>20 mg equivalent paclitaxel/ml).